From a dataset of the Open Reaction Database (ORD), a public repository of structured organic reaction records. describe an organic reaction: reactants, conditions, products, and yield The reactants are C1(=CC=C(C=C1)S(=O)(=O)O)C (p-toluenesulfonic acid), C(C)(C)(C)OC(=O)N1C[C@@H]2[C@H](CC1)CC1(C2)OCCO1 ((cis)-tert-butyl-spiro[1,3-dioxolane-2,6′-3,4,4a,5,7,7a-hexahydro-1H-cyclopenta[c]pyridine]-2′-carboxylate), C([O-])(O)=O.[Na+] (sodium bicarbonate). Run in CC(=O)C (acetone). The product is C(C)(C)(C)OC(=O)N1C[C@@H]2[C@H](CC1)CC(C2)=O ((cis)-tert-butyl-6-oxo-3,4,4a,5,7,7a-hexahydro-1H-cyclopenta[c]pyridine-2-carboxylate). Isolated yield 85.5%. As a reaction SMILES: [C:1]([O:5][C:6]([N:8]1[CH2:13][CH2:12][C@@H:11]2[CH2:14][C:15]3(OCC[O:17]3)[CH2:16][C@@H:10]2[CH2:9]1)=[O:7])([CH3:4])([CH3:3])[CH3:2].C1(C)C=CC(S(O)(=O)=O)=CC=1.C(=O)(O)[O-].[Na+]>CC(C)=O>[C:1]([O:5][C:6]([N:8]1[CH2:13][CH2:12][C@@H:11]2[CH2:14][C:15](=[O:17])[CH2:16][C@@H:10]2[CH2:9]1)=[O:7])([CH3:4])([CH3:2])[CH3:3] |f:2.3|. Procedure: (cis)-tert-butyl-spiro[1,3-dioxolane-2,6′-3,4,4a,5,7,7a-hexahydro-1H-cyclopenta[c]pyridine]-2′-carboxylate 14g (620 mg, 2.20 mmol) was dissolved in 50 mL of acetone followed by the addition of p-toluenesulfonic acid (200 mg, 1.10 mmol). The resulting solution was heated to reflux for 30 minutes, then cooled down to room temperature, added dropwise with saturated sodium bicarbonate solution to adjust pH to 8 to 9, extracted with dichloromethane (50 mL×3). The combined organic phase was washed wit... Starting materials: [H-].[Na+] (sodium hydride), N1C=CC2=CC=C3C(=C12)CCN(CC3)C(=O)OC(C)(C)C (tert-butyl 6,7,9,10-tetrahydroazepino[4,5-g]indole-8(1H)-carboxylate), BrCC(=O)OCC (Ethyl bromoacetate). The solvent is CN(C)C=O (DMF), CN(C)C=O (DMF). Run at temperature 0 celsius, time 1 hour. Product: C(C)OC(CN1C=CC2=CC=C3C(=C12)CCN(CC3)C(=O)OC(C)(C)C)=O (tert-Butyl 1-(2-ethoxy-2-oxoethyl)-6,7,9,10-tetrahydroazepino [4,5-g]-indole-8(1H)-carboxylate). The yield is 124.7%. Reaction SMILES: [H-].[Na+].[NH:3]1[C:11]2[C:6](=[CH:7][CH:8]=[C:9]3[CH2:16][CH2:15][N:14]([C:17]([O:19][C:20]([CH3:23])([CH3:22])[CH3:21])=[O:18])[CH2:13][CH2:12][C:10]3=2)[CH:5]=[CH:4]1.Br[CH2:25][C:26]([O:28][CH2:29][CH3:30])=[O:27]>CN(C=O)C>[CH2:29]([O:28][C:26](=[O:27])[CH2:25][N:3]1[C:11]2[C:6](=[CH:7][CH:8]=[C:9]3[CH2:16][CH2:15][N:14]([C:17]([O:19][C:20]([CH3:23])([CH3:22])[CH3:21])=[O:18])[CH2:13][CH2:12][C:10]3=2)[CH:5]=[CH:4]1)[CH3:30] |f:0.1|. Procedure: Under N2, a flame-dried, 250-mL, three-necked flask was charged with sodium hydride (0.56 g, 13.9 mmol) and anhydrous DMF (20 mL) and cooled to 0° C. A suspension of tert-butyl 6,7,9,10-tetrahydroazepino[4,5-g]indole-8(1H)-carboxylate (2.66 g, 9.3 mmol) in anhydrous DMF (30 mL) was added and the mixture was stirred at 0° C. for 1 hour and then at room temperature for 30 m. Ethyl bromoacetate (2.06 mL, 18.6 mmol) was added and the mixture was stirred at room temperature for 16 hours. The mixture ... The reactants are C1(CCCCC1)C(C(=O)OC(C#CCN(CC)CC)(C)C)(O)C1=CC=CC=C1 (4-diethylamino-1,1-dimethyl-2-butynyl α-cyclohexyl-α-phenylglycolate), N#CBr (cyanogen bromide), Cl (HCl), O (water). Run in C(C)OCC (diethyl ether). Conditions: time 1 hour. The product is C1(CCCCC1)C(C(=O)OC(C#CCBr)(C)C)(O)C1=CC=CC=C1 (4-bromo-1,1-dimethyl-2-butynyl α-cyclohexyl-α-phenylglycolate). Isolated yield 61.9%. RXN SMILES: [CH:1]1([C:7]([C:23]2[CH:28]=[CH:27][CH:26]=[CH:25][CH:24]=2)([OH:22])[C:8]([O:10][C:11]([CH3:21])([CH3:20])[C:12]#[C:13][CH2:14]N(CC)CC)=[O:9])[CH2:6][CH2:5][CH2:4][CH2:3][CH2:2]1.N#C[Br:31].O.Cl>C(OCC)C>[CH:1]1([C:7]([C:23]2[CH:28]=[CH:27][CH:26]=[CH:25][CH:24]=2)([OH:22])[C:8]([O:10][C:11]([CH3:21])([CH3:20])[C:12]#[C:13][CH2:14][Br:31])=[O:9])[CH2:6][CH2:5][CH2:4][CH2:3][CH2:2]1. Reported procedure: To a solution of 9.5 g 4-diethylamino-1,1-dimethyl-2-butynyl α-cyclohexyl-α-phenylglycolate in diethyl ether, was added dropwise an etheral solution of 3.2 g cyanogen bromide, and the mixture was stirred for one hour under ice cooling and then for 18 hours under cooling with water. 2N-HCl (14 ml) was added to the reaction mixture under ice cooling, and the separated etheral layer was collected, washed with water, dried over anhydrous magnesium sulfate and concentrated under reduced pressure. The... Reactants: OCCCCCC=O (6-hydroxyhexanal), [O-]S(=O)(=O)OOS(=O)(=O)[O-].[Na+].[Na+] (Na2S2O8), [NH4+].[OH-] (NH4OH). The solvent is O (water). Run at temperature 90 celsius, time 3 hour. The product is OCCCCCC(=O)N (6-hydroxycaproamide). Isolated yield 40.0%. RXN SMILES: [OH:1][CH2:2][CH2:3][CH2:4][CH2:5][CH2:6][CH:7]=[O:8].[O-]S(OOS([O-])(=O)=O)(=O)=O.[Na+].[Na+].[NH4+:21].[OH-]>O>[OH:8][CH2:7][CH2:6][CH2:5][CH2:4][CH2:3][C:2]([NH2:21])=[O:1] |f:1.2.3,4.5|. Reported procedure: 5.26 Grams (45 mmols) of 6-hydroxyhexanal was charged to a 100 milliliter Schlenk flask and dissolved in 10 milliliters of deionized water by heating to 85-95° C. in a water bath. The resulting solution was charged to the Parr autoclave containing 0.484 grams of Na2S2O8 and 35 milliliters of NH4OH. The reactor was placed under 400 psi air, heated to 80° C. and a 500 psi air purge was established. The reaction was allowed to proceed for 3 hours. At that time, reaction conversion was virtually com... Reactants: BrC1=CC(=CC(=C1)F)F (1-bromo-3,5-difluorobenzene), C([O-])([O-])=O.[Na+].[Na+] (sodium carbonate), [B] (boron). The solvent is C(C)OCC (diethylether), O (water), C(C)OCC (diethyl ether). Reaction conditions: time 1 hour. The product is [Na+].FC=1C=C(C=C(C1)F)[B-](C1=CC(=CC(=C1)F)F)(C1=CC(=CC(=C1)F)F)C1=CC(=CC(=C1)F)F (tetrakis(3,5-difluorophenyl)borate sodium salt). Yield: 37.6%. As a reaction SMILES: Br[C:2]1[CH:7]=[C:6]([F:8])[CH:5]=[C:4]([F:9])[CH:3]=1.[B:10].C(=O)([O-])[O-].[Na+:15].[Na+]>C(OCC)C.O>[Na+:15].[F:9][C:4]1[CH:3]=[C:2]([B-:10]([C:2]2[CH:7]=[C:6]([F:8])[CH:5]=[C:4]([F:9])[CH:3]=2)([C:2]2[CH:7]=[C:6]([F:8])[CH:5]=[C:4]([F:9])[CH:3]=2)[C:2]2[CH:7]=[C:6]([F:8])[CH:5]=[C:4]([F:9])[CH:3]=2)[CH:7]=[C:6]([F:8])[CH:5]=1 |f:2.3.4,7.8|. Reported procedure: A dried flask made of Pyrex glass (capacity of 500 ml) provided with a reflux condenser was charged with an inert gas to purge the air from theflask. Then, metallic magnesium (4.65 g) and anhydrous diethyl ether (100 ml) were fed to the flask, and the resulting solution was stirred and cooled by ice bath. A solution prepared separately by adding anhydrous diethylether (50 ml) to 1-bromo-3,5-difluorobenzene (43.52 g) was added dropwise thereto over one hour, and the resulting solution was left st... The reactants are CCOc1c(Cl)cc(N)cc1NC(=O)OC, CCOC(C)=O, Cc1ccccc1, O=C(Cl)Cl. Product: CCOc1c(Cl)cc(N=C=O)cc1NC(=O)OC. Reaction SMILES: [CH2:1]([CH3:2])[O:3][c:4]1[c:5]([NH:12][C:13]([O:14][CH3:15])=[O:16])[cH:6][c:7]([NH2:11])[cH:8][c:9]1[Cl:10].[CH3:17][CH2:18][O:19][C:20](=[O:21])[CH3:22].[CH3:27][c:28]1[cH:29][cH:30][cH:31][cH:32][cH:33]1.[Cl:23][C:24](=[O:25])[Cl:26]>>[CH2:1]([CH3:2])[O:3][c:4]1[c:5]([NH:12][C:13]([O:14][CH3:15])=[O:16])[cH:6][c:7]([N:11]=[C:18]=[O:19])[cH:8][c:9]1[Cl:10]. Starting materials: OCCCC=1C=C(C(=O)O)C=C(C1OC)OC (3-(3-hydroxypropyl)-4,5-dimethoxybenzoic acid), CI (methyl iodide). The product is COC=1C=C(C(=O)O)C=C(C1OC)CCCOC (3,4-Dimethoxy-5-(3-methoxypropyl)benzoic acid). The yield is 69.0%. As a reaction SMILES: [OH:1][CH2:2][CH2:3][CH2:4][C:5]1[CH:6]=[C:7]([CH:11]=[C:12]([O:16][CH3:17])[C:13]=1[O:14][CH3:15])[C:8]([OH:10])=[O:9].[CH3:18]I>>[CH3:17][O:16][C:12]1[CH:11]=[C:7]([CH:6]=[C:5]([CH2:4][CH2:3][CH2:2][O:1][CH3:18])[C:13]=1[O:14][CH3:15])[C:8]([OH:10])=[O:9]. Procedure: 3,4-Dimethoxy-5-(3-methoxypropyl)benzoic acid was prepared from 3-(3-hydroxypropyl)-4,5-Dimethoxybenzoic acid (Example 10, Step 1) and methyl iodide by following Method I in 69% yield. The product was used without further purification.